This data is from the Open Reaction Database (ORD), a public repository of structured organic reaction records. The task is: describe an organic reaction: reactants, conditions, products, and yield The reactants are CCOc1cc(O)cc(C(Nc2ccc(C#N)cc2)C(=O)OC)c1, OB(O)c1cccs1. The product is CCOc1cc(-c2cccs2)cc(C(Nc2ccc(C#N)cc2)C(=O)OC)c1. As a reaction SMILES: [C:1](#[N:2])[c:3]1[cH:4][cH:5][c:6]([NH:9][CH:10]([C:11](=[O:12])[O:13][CH3:14])[c:15]2[cH:16][c:17]([O:22][CH2:23][CH3:24])[cH:18][c:19]([OH:21])[cH:20]2)[cH:7][cH:8]1.[s:25]1[c:26]([B:30]([OH:31])[OH:32])[cH:27][cH:28][cH:29]1>>[C:1](#[N:2])[c:3]1[cH:4][cH:5][c:6]([NH:9][CH:10]([C:11](=[O:12])[O:13][CH3:14])[c:15]2[cH:16][c:17]([O:22][CH2:23][CH3:24])[cH:18][c:19](-[c:26]3[s:25][cH:29][cH:28][cH:27]3)[cH:20]2)[cH:7][cH:8]1. Starting materials: Cl (HCl), N[C@@H](CC(=O)O)C(N)=O (L-isoasparagine), O (H2O), C([O-])(O)=O (bicarbonate), C(C1=NC2=CC=CC=C2C=C1)(=O)O (quinaldic acid), N-hydroxysuccinamide ester. Run in CN(C=O)C (dimethylformamide), COCCOC (ethylene glycol dimethylether). The product is N1=C(C=CC2=CC=CC=C12)C(=O)N[C@@H](CC(=O)O)C(N)=O (N-(2-quinolinylcarbonyl)-L-isoasparagine). Yield: 69.1%. Reaction SMILES: [NH2:1][C@H:2]([C:7](=[O:9])[NH2:8])[CH2:3][C:4]([OH:6])=[O:5].O.C(=O)(O)[O-].[C:15](O)(=[O:26])[C:16]1[CH:25]=[CH:24][C:23]2[C:18](=[CH:19][CH:20]=[CH:21][CH:22]=2)[N:17]=1.Cl>COCCOC.CN(C)C=O>[N:17]1[C:18]2[C:23](=[CH:22][CH:21]=[CH:20][CH:19]=2)[CH:24]=[CH:25][C:16]=1[C:15]([NH:1][C@H:2]([C:7](=[O:9])[NH2:8])[CH2:3][C:4]([OH:6])=[O:5])=[O:26]. Procedure: To a solution of 0.50 g (3.78 mmol) of L-isoasparagine in 5.0 mL H2O containing ~45 mg (1.5 eq) of solid bicarbonate. To this was added a suspension of 1.02 g (3.78 mmol) quinaldic acid, N-hydroxysuccinamide ester in ethylene glycol dimethylether, and the suspension was solubilized by the addition of 10 mL of dimethylformamide. After 3 hours the solution was acidified by the addition of 5% HCl (aqueous) and the product was filtered and washed with water, dried under vacuum to yield 750 mg (70% y... The reactants are CS(=O)(=O)OCC(C)(C1=CC=CC=C1)C (2-methyl-2-phenylpropyl methanesulfonate), [C-]#N.[Na+] (sodium cyanide). The solvent is CS(=O)C (dimethyl sulfoxide), O (water). Reaction conditions: temperature 110 celsius. Product: CC(CC#N)(C)C1=CC=CC=C1 (3-methyl-3-phenylbutanenitrile). The yield is 57.3%. RXN SMILES: CS(O[CH2:6][C:7]([CH3:15])([C:9]1[CH:14]=[CH:13][CH:12]=[CH:11][CH:10]=1)[CH3:8])(=O)=O.[C-:16]#[N:17].[Na+]>CS(C)=O.O>[CH3:8][C:7]([C:9]1[CH:14]=[CH:13][CH:12]=[CH:11][CH:10]=1)([CH3:15])[CH2:6][C:16]#[N:17] |f:1.2|. Reported procedure: 2-Methyl-2-phenylpropyl methanesulfonate (52) (12 g, 52.6 mmol) was stirred in dimethyl sulfoxide (106 ml), sodium cyanide (10.3 g, 210 mmol, Eq: 4) was added and the reaction mixture was heated to 110° C. for 20 hours. The reaction mixture was cooled, diluted with water, extracted three times with ether, washed with ether, water, and brine, and dried over magnesium sulfate. The solvent was removed on a rotary evaporator. Chromatography was conducted (2% to 15% over 20 min on a 40 g silica gel c...